Task: describe an organic reaction: reactants, conditions, products, and yield. Dataset: the Open Reaction Database (ORD), a public repository of structured organic reaction records The reactants are Cl, ClCCCl, Cl[Cu]Cl, Cl, COC(=O)c1c(N)cccc1F, O=N[O-], [Na+], O=S=O, O. Product: COC(=O)c1c(F)cccc1S(=O)(=O)Cl. As a reaction SMILES: [Cl:21].[Cl:23][CH2:24][CH2:25][Cl:26].[Cl:27][Cu:28][Cl:29].[ClH:17].[F:1][c:2]1[cH:3][cH:4][cH:5][c:6]([NH2:12])[c:7]1[C:8](=[O:9])[O:10][CH3:11].[N:13]([O-:14])=[O:15].[Na+:16].[O:18]=[S:19]=[O:20].[OH2:22]>>[F:1][c:2]1[cH:3][cH:4][cH:5][c:6]([S:19]([Cl:17])(=[O:18])=[O:20])[c:7]1[C:8](=[O:9])[O:10][CH3:11].